This data is from the Open Reaction Database (ORD), a public repository of structured organic reaction records. The task is: describe an organic reaction: reactants, conditions, products, and yield Starting materials: FC([C@](C)(O)C1=CC=C(C=C1)N1[C@H](CN(CC1)S(=O)(=O)C=1SC=CC1)CN1[C@H]2CO[C@@H](C1)C2)(F)F ((2R)-1,1,1-trifluoro-2-(4-((2S)-2-((1R,4R)-2-oxa-5-azabicyclo[2.2.1]hept-5-ylmethyl)-4-(2-thiophenylsulfonyl)-1-piperazinyl)phenyl)-2-propanol), C=1N=C(C2=C(N1)N(C=N2)[C@H]3[C@@H]([C@@H]([C@H](O3)COP(=O)(O)OP(=O)(O)OC[C@@H]4[C@H]([C@H]([C@@H](O4)N5C=CCC(=C5)C(=O)N)O)O)O)OP(=O)(O)O)N (NADPH), FC([C@@](C)(O)C1=CC=C(C=C1)N1[C@@H](CN(CC1)S(=O)(=O)C=1SC=CC1)CN1[C@H]2CO[C@@H](C1)C2)(F)F ((2S)-1,1,1-trifluoro-2-(4-((2R)-2-((1R,4R)-2-oxa-5-azabicyclo[2.2.1]hept-5-ylmethyl)-4-(2-thiophenylsulfonyl)-1-piperazinyl)phenyl)-2-propanol), FC([C@@](C)(O)C1=CC=C(C=C1)N1[C@H](CN(CC1)S(=O)(=O)C=1SC=CC1)CN1[C@H]2CO[C@@H](C1)C2)(F)F ((2S)-1,1,1-trifluoro-2-(4-((2S)-2-((1R,4R)-2-oxa-5-azabicyclo[2.2.1]hept-5-ylmethyl)-4-(2-thiophenylsulfonyl)-1-piperazinyl)phenyl)-2-propanol). Product: FC([C@](C)(O)C1=CC=C(C=C1)N1[C@@H](CN(CC1)S(=O)(=O)C=1SC=CC1)CN1[C@H]2CO[C@@H](C1)C2)(F)F ((2R)-1,1,1-trifluoro-2-(4-((2R)-2-((1R,4R)-2-oxa-5-azabicyclo[2.2.1]hept-5-ylmethyl)-4-(2-thiophenylsulfonyl)-1-piperazinyl)phenyl)-2-propanol). RXN SMILES: [F:1][C:2]([F:35])([F:34])[C@@:3]([C:6]1[CH:11]=[CH:10][C:9]([N:12]2[CH2:17][CH2:16][N:15]([S:18]([C:21]3[S:22][CH:23]=[CH:24][CH:25]=3)(=[O:20])=[O:19])[CH2:14][C@@H:13]2[CH2:26][N:27]2[CH2:32][C@H:31]3[CH2:33][C@@H:28]2[CH2:29][O:30]3)=[CH:8][CH:7]=1)([OH:5])[CH3:4].FC(F)(F)[C@](C1C=CC(N2CCN(S(C3SC=CC=3)(=O)=O)C[C@H]2CN2C[C@H]3C[C@@H]2CO3)=CC=1)(O)C.FC(F)(F)[C@](C1C=CC(N2CCN(S(C3SC=CC=3)(=O)=O)C[C@@H]2CN2C[C@H]3C[C@@H]2CO3)=CC=1)(O)C.C1N=C(N)C2N=CN([C@@H]3O[C@H](COP(OP(OC[C@H]4O[C@@H](N5C=C(C(N)=O)CC=C5)[C@H](O)[C@@H]4O)(O)=O)(O)=O)[C@@H](O)[C@H]3OP(O)(O)=O)C=2N=1>>[F:35][C:2]([F:1])([F:34])[C@@:3]([C:6]1[CH:11]=[CH:10][C:9]([N:12]2[CH2:17][CH2:16][N:15]([S:18]([C:21]3[S:22][CH:23]=[CH:24][CH:25]=3)(=[O:19])=[O:20])[CH2:14][C@H:13]2[CH2:26][N:27]2[CH2:32][C@H:31]3[CH2:33][C@@H:28]2[CH2:29][O:30]3)=[CH:8][CH:7]=1)([OH:5])[CH3:4]. Procedure: (2R)-1,1,1-trifluoro-2-(4-((2S)-2-((1R,4R)-2-oxa-5-azabicyclo[2.2.1]hept-5-ylmethyl)-4-(2-thiophenylsulfonyl)-1-piperazinyl)phenyl)-2-propanol; (2S)-1,1,1-trifluoro-2-(4-((2R)-2-((1R,4R)-2-oxa-5-azabicyclo[2.2.1]hept-5-ylmethyl)-4-(2-thiophenylsulfonyl)-1-piperazinyl)phenyl)-2-propanol; (2S)-1,1,1-trifluoro-2-(4-((2S)-2-((1R,4R)-2-oxa-5-azabicyclo[2.2.1]hept-5-ylmethyl)-4-(2-thiophenylsulfonyl)-1-piperazinyl)phenyl)-2-propanol. 1H NMR (400 MHz, CD3OD) δ 7.90 (dd, J=1.0, 5.1 Hz, 1H), 7.67 (d, J=3... The reactants are C(C1=CC=CC=C1)[C@H](C(=O)O)CC[C@@H](C(=O)N[C@@H]1C(N2[C@@H](SCC1)CCC[C@H]2C(=O)OC)=O)CC2=CC=CC=C2 ((2R,5R)-2,5-Dibenzyl-6-((4S,7S,10aS)-7-(methoxycarbonyl)-5-oxooctahydro-2H-pyrido[2,1-b][1,3]thiazepin-4-ylamino)-6-oxohexanoic acid), N[C@@H]1C(N(CCCCC1)C1=CC=CC=C1)=O ((S)-3-Amino-1-phenylazocan-2-one). Yields the product C(C1=CC=CC=C1)[C@H](C(=O)N[C@@H]1C(N2[C@@H](SCC1)CCC[C@H]2C(=O)OC)=O)CC[C@@H](C(N[C@@H]2C(N(CCCCC2)C2=CC=CC=C2)=O)=O)CC2=CC=CC=C2 ((4S,7S,10aS)-Methyl 4-((2R,5R)-2,5-dibenzyl-6-oxo-6-((S)-2-oxo-1-phenylazocan-3-ylamino)hexanamido)-5-oxooctahydro-2H-pyrido[2,1-b][1,3]thiazepine-7-carboxylate), solid. The yield is 46.0%. Reaction SMILES: [CH2:1]([C@@H:8]([CH2:12][CH2:13][C@H:14]([CH2:34][C:35]1[CH:40]=[CH:39][CH:38]=[CH:37][CH:36]=1)[C:15]([NH:17][C@H:18]1[CH2:24][CH2:23][S:22][C@H:21]2[CH2:25][CH2:26][CH2:27][C@@H:28]([C:29]([O:31][CH3:32])=[O:30])[N:20]2[C:19]1=[O:33])=[O:16])[C:9](O)=[O:10])[C:2]1[CH:7]=[CH:6][CH:5]=[CH:4][CH:3]=1.[NH2:41][C@H:42]1[CH2:49][CH2:48][CH2:47][CH2:46][CH2:45][N:44]([C:50]2[CH:55]=[CH:54][CH:53]=[CH:52][CH:51]=2)[C:43]1=[O:56]>>[CH2:34]([C@@H:14]([CH2:13][CH2:12][C@H:8]([CH2:1][C:2]1[CH:3]=[CH:4][CH:5]=[CH:6][CH:7]=1)[C:9](=[O:10])[NH:41][C@H:42]1[CH2:49][CH2:48][CH2:47][CH2:46][CH2:45][N:44]([C:50]2[CH:55]=[CH:54][CH:53]=[CH:52][CH:51]=2)[C:43]1=[O:56])[C:15]([NH:17][C@H:18]1[CH2:24][CH2:23][S:22][C@H:21]2[CH2:25][CH2:26][CH2:27][C@@H:28]([C:29]([O:31][CH3:32])=[O:30])[N:20]2[C:19]1=[O:33])=[O:16])[C:35]1[CH:40]=[CH:39][CH:38]=[CH:37][CH:36]=1. Reported procedure: (4S,7S,10aS)-Methyl 4-((2R,5R)-2,5-dibenzyl-6-oxo-6-((S)-2-oxo-1-phenylazocan-3-ylamino)hexanamido)-5-oxooctahydro-2H-pyrido[2,1-b][1,3]thiazepine-7-carboxylate was synthesized as described in General Procedure H using Intermediate 23 (11 mg, 0.019 mmol) and Intermediate 64 (5.7 mg, 0.022 mmol) to give a white solid (6.6 mg, 46% yield). Anal. Calcd. for C44H54N4O6S m/z 766.5. found: 767.5 (M+H)+; 1H NMR (400 MHz, CDCl3) δ ppm 7.41-7.34 (2H, m), 7.31-7.03 (14H, m), 6.84 (1H, d, J=7.7 Hz), 5.32 (1... Starting materials: C(CS)(=O)OCC (ethyl thioglycolate), ice HCl, FC1=C(C=O)C=C(C=C1)OC (2-fluoro-5-methoxybenzaldehyde), C(=O)([O-])[O-].[K+].[K+] (K2CO3), CS(=O)C (DMSO). Reaction conditions: temperature 50 celsius, time 5 hour. The product is C(C)OC(=O)C1=CC2=C(S1)C=CC(=C2)OC (5-Methoxy-benzo[b]thiophene-2-carboxylic acid ethyl ester), C(C)OC(CS(C)(O)C1=C(C=C(C(=C1)OC)OC)F)=O ([(2-fluoro-4,5-Dimethoxy-phenyl)-hydroxy-methylsulfanyl]-acetic acid ethyl ester). Reaction SMILES: [F:1][C:2]1[CH:9]=[CH:8][C:7]([O:10][CH3:11])=[CH:6][C:3]=1[CH:4]=O.[C:12]([O-])([O-])=[O:13].[K+].[K+].[C:18]([O:22][CH2:23][CH3:24])(=[O:21])[CH2:19][SH:20].[CH3:25][S:26]([CH3:28])=[O:27]>>[CH2:23]([O:22][C:18]([C:19]1[S:20][C:2]2[CH:9]=[CH:8][C:7]([O:10][CH3:11])=[CH:6][C:3]=2[CH:4]=1)=[O:21])[CH3:24].[CH2:23]([O:22][C:18](=[O:21])[CH2:25][S:26]([C:3]1[CH:6]=[C:7]([O:10][CH3:11])[C:8]([O:13][CH3:12])=[CH:9][C:2]=1[F:1])([OH:27])[CH3:28])[CH3:24] |f:1.2.3|. Reported procedure: To a solution of 2-fluoro-5-methoxybenzaldehyde (21.70 g, 141 mmol) in 280 mL of DMSO were successively added K2CO3 (21.4 g, 1.1 eq.) and ethyl thioglycolate (17.07 mL, 1.1 eq.), and the mixture was vigorously stirred at 50° C. for 5 h. After cooling, the reaction mixture was poured onto crashed ice/HCl, twofold extracted with AcOEt, washed with water and brine, dried over magnesium sulfate, and evaporated. Flash chromatography (SiO2, hexane/AcOEt=85/15) yielded in the less polar fractions 6.40 ... The reactants are Cl.NC=1C=C(CNC2=NC=NC3=C(C=CC=C23)C(=O)N)C=CC1 (4-(3-Amino-benzylamino)-quinazoline-8-carboxylic acid amide hydrochloride), BrC1=CC=C(C=N1)CC#N ((6-Bromo-pyridin-3-yl)-acetonitrile). The product is C(#N)CC=1C=CC(=NC1)NC=1C=C(CNC2=NC=NC3=C(C=CC=C23)C(=O)N)C=CC1 (4-[3-(5-Cyanomethyl-pyridin-2-ylamino)-benzylamino]-quinazoline-8-carboxylic acid amide). Reaction SMILES: Cl.[NH2:2][C:3]1[CH:4]=[C:5]([CH:21]=[CH:22][CH:23]=1)[CH2:6][NH:7][C:8]1[C:17]2[C:12](=[C:13]([C:18]([NH2:20])=[O:19])[CH:14]=[CH:15][CH:16]=2)[N:11]=[CH:10][N:9]=1.Br[C:25]1[N:30]=[CH:29][C:28]([CH2:31][C:32]#[N:33])=[CH:27][CH:26]=1>>[C:32]([CH2:31][C:28]1[CH:27]=[CH:26][C:25]([NH:2][C:3]2[CH:4]=[C:5]([CH:21]=[CH:22][CH:23]=2)[CH2:6][NH:7][C:8]2[C:17]3[C:12](=[C:13]([C:18]([NH2:20])=[O:19])[CH:14]=[CH:15][CH:16]=3)[N:11]=[CH:10][N:9]=2)=[N:30][CH:29]=1)#[N:33] |f:0.1|. Procedure: The title compound was prepared according to Example 616 starting 4-(3-Amino-benzylamino)-quinazoline-8-carboxylic acid amide hydrochloride and (6-Bromo-pyridin-3-yl)-acetonitrile. Starting materials: CC(C)(C)[Si](C)(C)OCCN1CCC(c2cc(-c3ccc4cn(Cc5ccccc5)nc4c3)c3c(N)ncnn23)CC1, CCO, Cl, [Na+], O=C([O-])O. Yields the product Nc1ncnn2c(C3CCN(CCO)CC3)cc(-c3ccc4cn(Cc5ccccc5)nc4c3)c12. As a reaction SMILES: [CH2:1]([c:2]1[cH:3][cH:4][cH:5][cH:6][cH:7]1)[n:8]1[n:9][c:10]2[cH:11][c:12](-[c:17]3[cH:18][c:19]([CH:27]4[CH2:28][CH2:29][N:30]([CH2:33][CH2:34][O:35][Si:36]([C:37]([CH3:38])([CH3:39])[CH3:40])([CH3:41])[CH3:42])[CH2:31][CH2:32]4)[n:20]4[n:21][cH:22][n:23][c:24]([NH2:26])[c:25]34)[cH:13][cH:14][c:15]2[cH:16]1.[CH3:49][CH2:50][OH:51].[ClH:43].[Na+:48].[O-:44][C:45]([OH:46])=[O:47]>>[CH2:1]([c:2]1[cH:3][cH:4][cH:5][cH:6][cH:7]1)[n:8]1[n:9][c:10]2[cH:11][c:12](-[c:17]3[cH:18][c:19]([CH:27]4[CH2:28][CH2:29][N:30]([CH2:33][CH2:34][OH:35])[CH2:31][CH2:32]4)[n:20]4[n:21][cH:22][n:23][c:24]([NH2:26])[c:25]34)[cH:13][cH:14][c:15]2[cH:16]1. The reactants are CCO, COc1ccc2c(=O)c([N+](=O)[O-])coc2c1, [Na+], [Na+], O, O=S([O-])S(=O)[O-]. Yields the product COc1ccc2c(=O)c(N)coc2c1. As a reaction SMILES: [CH3:26][CH2:27][OH:28].[N+:9]([O-:10])(=[O:11])[c:12]1[cH:13][o:14][c:15]2[c:16]([c:17]1=[O:18])[cH:19][cH:20][c:21]([O:23][CH3:24])[cH:22]2.[Na+:7].[Na+:8].[OH2:25].[S:1]([S:2]([O-:3])=[O:4])([O-:5])=[O:6]>>[NH2:9][c:12]1[cH:13][o:14][c:15]2[c:16]([c:17]1=[O:18])[cH:19][cH:20][c:21]([O:23][CH3:24])[cH:22]2. The reactants are Cl.C(C1=CC=CC=C1)OC(C(NCCCCO)=O)NC(CCCCCCNC(=N)N)=O (7-benzyloxy-15-guanidino-1-hydroxy-5,8-diazapentadecane-6,9-dione hydrochloride). The reagents and catalysts are [Pd] (palladium black). Solvent: C(C)(=O)O (acetic acid). The product is Cl.N(C(=N)N)CCCCCCC(NC(C(NCCCCO)=O)O)=O (15-Guanidino-1,7-dihydroxy-5,8-diazapentadecane-6,9-dione hydrochloride). Yield: 95.1%. RXN SMILES: [ClH:1].C([O:9][CH:10]([NH:19][C:20](=[O:31])[CH2:21][CH2:22][CH2:23][CH2:24][CH2:25][CH2:26][NH:27][C:28]([NH2:30])=[NH:29])[C:11](=[O:18])[NH:12][CH2:13][CH2:14][CH2:15][CH2:16][OH:17])C1C=CC=CC=1>C(O)(=O)C.[Pd]>[ClH:1].[NH:27]([CH2:26][CH2:25][CH2:24][CH2:23][CH2:22][CH2:21][C:20](=[O:31])[NH:19][CH:10]([OH:9])[C:11](=[O:18])[NH:12][CH2:13][CH2:14][CH2:15][CH2:16][OH:17])[C:28]([NH2:30])=[NH:29] |f:0.1,4.5|. Procedure details: 0.65 g (1.42 mmol) of 7-benzyloxy-15-guanidino-1-hydroxy-5,8-diazapentadecane-6,9-dione hydrochloride was dissolved in 20 ml of 1N acetic acid and catalytically reduced in the presence of 0.2 g of palladium black under a hydrogen pressure of 10 kg/cm2 at room temperature for 36 hours. After filtering off the catalyst, the filtrate was adsorbed on 100 ml of CM-Sephadex® C-25 (Na) and subjected to gradient elution between 500 ml of distilled water and 500 ml of 0.3M sodium chloride. Fractions cont... Yield: 96.7%. RXN SMILES: [OH:1][C:2]1[CH:7]=[CH:6][C:5]([C:8](=[O:11])[CH2:9][CH3:10])=[CH:4][CH:3]=1.C(=O)([O-])[O-].[K+].[K+].[I-].[Na+].[CH3:20][O:21][C:22]1[CH:29]=[CH:28][C:25]([CH2:26]Cl)=[CH:24][CH:23]=1>CC(=O)CC.O>[CH3:20][O:21][C:22]1[CH:29]=[CH:28][C:25]([CH2:26][O:1][C:2]2[CH:3]=[CH:4][C:5]([C:8](=[O:11])[CH2:9][CH3:10])=[CH:6][CH:7]=2)=[CH:24][CH:23]=1 |f:1.2.3,4.5|. Product: COC1=CC=C(COC2=CC=C(C=C2)C(CC)=O)C=C1 (1-{4-[(4-methoxybenzyl)oxy]phenyl}propan-1-one). Starting materials: OC1=CC=C(C=C1)C(CC)=O (4′-Hydroxypropiophenone), COC1=CC=C(CCl)C=C1 (4-methoxybenzyl chloride), C([O-])([O-])=O.[K+].[K+] (potassium carbonate), [I-].[Na+] (sodium iodide). Reported procedure: 4′-Hydroxypropiophenone (50.0 g, 0.33 mol), potassium carbonate (69.0 g, 0.50 mol), and sodium iodide (25.0 g, 0.17 mol) were suspended in 2-butanone (500 mL), and with stirring at room temperature, 4-methoxybenzyl chloride (57.4 g, 0.37 mol) was added at room temperature. The reaction solution was stirred at 60° C. for 12 hours. The reaction solution was poured into water, extracted with ethyl acetate, the organic layer was washed with saturated saline, and dried with magnesium sulfate. The sol... Solvent: CC(CC)=O (2-butanone), O (water). Starting materials: [Cl-].[NH4+] (ammonium chloride), CCCCCC (n-hexane). Product: CC=CCCCCCCCC (2-undecene). Reaction SMILES: [Cl-].[NH4+].[CH3:3][CH2:4][CH2:5][CH2:6][CH2:7][CH3:8]>>[CH3:3][CH:4]=[CH:5][CH2:6][CH2:7][CH2:8][CH2:3][CH2:4][CH2:5][CH2:6][CH3:7] |f:0.1|. Reported procedure: At the end of reaction, 50 ml of a saturated ammonium chloride aqueous solution and 100 ml of n-hexane were added to the reaction solution. The organic layer was extracted, dried over magnesium sulfate, and filtered. By distilling off the solvent, there was obtained 12 grams of 2-undecene in a substantially quantitative yield. The reactants are Cl (HCl), [OH-].[NH4+] (Ammonium hydroxide), ClC=1C(=C(C(=O)O)C=C(C1F)[N+](=O)[O-])F (3-Chloro-2,4-difluoro-5-nitro-benzoic acid), [OH-].[NH4+] (ammonium hydroxide). Run in O (water). Yields the product NC1=C(C(=C(C(=O)O)C=C1[N+](=O)[O-])F)Cl (4-Amino-3-chloro-2-fluoro-5-nitro-benzoic acid). The yield is 85.8%. As a reaction SMILES: [OH-].[NH4+:2].[Cl:3][C:4]1[C:5]([F:17])=[C:6]([CH:10]=[C:11]([N+:14]([O-:16])=[O:15])[C:12]=1F)[C:7]([OH:9])=[O:8].Cl>O>[NH2:2][C:12]1[C:11]([N+:14]([O-:16])=[O:15])=[CH:10][C:6]([C:7]([OH:9])=[O:8])=[C:5]([F:17])[C:4]=1[Cl:3] |f:0.1|. Reported procedure: Ammonium hydroxide solution (6.88 g, ˜30% in water, 58.9 mmol) is added to a solution of 3-chloro-2,4-difluoro-5-nitro-benzoic acid 2a (3.5 g, 14.7 mmol) in water (16 mL) at 0° C. with stirring. Upon completion of the ammonium hydroxide addition the reaction mixture is warmed to room temperature. After 5 hours the reaction mixture is cooled to 0° C. and concentrated HCl is carefully added until the pH of the reaction mixture is near zero. The solid is collected by filtration and washed with wate...